Dataset: the Open Reaction Database (ORD), a public repository of structured organic reaction records. Task: describe an organic reaction: reactants, conditions, products, and yield Starting materials: C(C)(C)N(CC)C(C)C (diisopropylethylamine), C(C)OC(CBr)=O (ethyl-2-bromoacetate), C(#N)C1=CC=C2C=C(N(C2=C1)CC)CC[C@H]1N(CCC1)C(C(C)N(CC(=O)OCC)C1CC1)=O (ethyl 2-[[2-[(S)-2-[2-(6-cyano-1-ethylindol-2-yl)ethyl]pyrrolidinyl]-1-methyl-2-oxoethyl]cyclopropylamino]acetate). Solvent: C(C)#N (acetonitrile). Conditions: temperature 70 celsius, time 4 hour. The product is C(N)(=N)C1=CC=C2C=C(N(C2=C1)CC)CC[C@H]1N(CCC1)C(C(C)N(CC(=O)OCC)C1CC1)=O (ethyl 2-[[2-[(S)-2-[2-(6-amidino-1-ethylindol-2-yl)ethyl]pyrrolidinyl]-1-methyl-2-oxoethyl]cyclo-propylamino]acetate). RXN SMILES: [C:1]([C:3]1[CH:11]=[C:10]2[C:6]([CH:7]=[C:8]([CH2:14][CH2:15][C@@H:16]3[CH2:20][CH2:19][CH2:18][N:17]3[C:21](=[O:34])[CH:22]([N:24]([CH:31]3[CH2:33][CH2:32]3)[CH2:25][C:26]([O:28][CH2:29][CH3:30])=[O:27])[CH3:23])[N:9]2[CH2:12][CH3:13])=[CH:5][CH:4]=1)#[N:2].C([N:38](C(C)C)CC)(C)C.C(OC(=O)CBr)C>C(#N)C>[C:1]([C:3]1[CH:11]=[C:10]2[C:6]([CH:7]=[C:8]([CH2:14][CH2:15][C@@H:16]3[CH2:20][CH2:19][CH2:18][N:17]3[C:21](=[O:34])[CH:22]([N:24]([CH:31]3[CH2:33][CH2:32]3)[CH2:25][C:26]([O:28][CH2:29][CH3:30])=[O:27])[CH3:23])[N:9]2[CH2:12][CH3:13])=[CH:5][CH:4]=1)(=[NH:38])[NH2:2]. Reported procedure: 467 mg of ethyl 2-[[2-[(S)-2-[2-(6-cyano-1-ethylindol-2-yl)ethyl]pyrrolidinyl]-1-methyl-2-oxoethyl]cyclopropylamino]acetate was dissolved in 15 ml of acetonitrile, and diisopropylethylamine and ethyl-2-bromoacetate were added thereto. The reaction mixture was heated to 70° C. and stirred for 4 hours. The reaction solution was concentrated under reduced pressure to obtain the residue, which was then purified with silica gel column chromatography [eluent: dichloromethane/methanol (20:1)] to obtain... The reactants are C1(=CC=CC=C1)N1N=CC(=C1C(F)(F)F)C1=C2C(=NO1)C1=CC=C(C=C1CC2)C=C (3-(1-phenyl-5-(trifluoromethyl)-1H-pyrazol-4-yl)-7-vinyl-4,5-dihydronaphtho[1,2-c]isoxazole), C1(=CC=CC=C1)C1=NSC(=C1C(F)(F)F)C(=O)OC (methyl 3-phenyl-4-(trifluoromethyl)isothiazole-5-carboxylate), C(=C)C=1C=C2CCC\C(\C2=CC1)=N/O ((E)-6-vinyl-3,4-dihydronaphthalen-1(2H)-one oxime), C(=C)C=1C=C2CCC\C(\C2=CC1)=N/O ((E)-6-vinyl-3,4-dihydronaphthalen-1(2H)-one oxime). The product is C1(=CC=CC=C1)C1=NSC(=C1C(F)(F)F)C1=C2C(=NO1)C1=CC=C(C=C1CC2)C=C (3-(3-phenyl-4-(trifluoromethyl)isothiazol-5-yl)-7-vinyl-4,5-dihydronaphtho[1,2-c]isoxazole). RXN SMILES: C1(N2[C:11]([C:12]([F:15])([F:14])[F:13])=[C:10]([C:16]3[O:20][N:19]=[C:18]4[C:21]5[C:26]([CH2:27][CH2:28][C:17]=34)=[CH:25][C:24]([CH:29]=[CH2:30])=[CH:23][CH:22]=5)C=N2)C=CC=CC=1.C(C1C=C2C(=CC=1)/C(=N/O)/CCC2)=C.[C:45]1([C:51]2C(C(F)(F)F)=C(C(OC)=O)[S:53][N:52]=2)[CH:50]=[CH:49][CH:48]=[CH:47][CH:46]=1>>[C:45]1([C:51]2[C:11]([C:12]([F:15])([F:14])[F:13])=[C:10]([C:16]3[O:20][N:19]=[C:18]4[C:21]5[C:26]([CH2:27][CH2:28][C:17]=34)=[CH:25][C:24]([CH:29]=[CH2:30])=[CH:23][CH:22]=5)[S:53][N:52]=2)[CH:50]=[CH:49][CH:48]=[CH:47][CH:46]=1. Procedure details: The titled compound was prepared using the experimental protocol described for Preparation 89A employing 6-vinyl-3,4-dihydronaphthalen-1(2H)-one oxime (Intermediate 1) and methyl 3-phenyl-4-(trifluoromethyl)isothiazole-5-carboxylate (Preparation 103E) as starting materials. The compound had an HPLC retention time=4.25 min. (condition C); LC/MS M+1=424.8.